From a dataset of the Open Reaction Database (ORD), a public repository of structured organic reaction records. describe an organic reaction: reactants, conditions, products, and yield Starting materials: F[B-](F)(F)F, F[B-](F)(F)F, CC(C)(C)OC(=O)c1cnc(N)cc1Nc1ccc(Br)cc1Cl, CO, CCOC(C)=O, F[N+]12CC[N+](CCl)(CC1)CC2, O, O. Product: CC(C)(C)OC(=O)c1cnc(N)c(F)c1Nc1ccc(Br)cc1Cl. Reaction SMILES: [B-:1]([F:2])([F:3])([F:4])[F:5].[B-:6]([F:7])([F:8])([F:9])[F:10].[C:22]([CH3:23])([CH3:24])([CH3:25])[O:26][C:27]([c:28]1[cH:29][n:30][c:31]([NH2:43])[cH:32][c:33]1[NH:34][c:35]1[c:36]([Cl:42])[cH:37][c:38]([Br:41])[cH:39][cH:40]1)=[O:44].[CH3:45][OH:46].[CH3:48][CH2:49][O:50][C:51]([CH3:52])=[O:53].[Cl:11][CH2:12][N+:13]12[CH2:14][CH2:15][N+:16]([F:21])([CH2:17][CH2:18]1)[CH2:19][CH2:20]2.[OH2:47].[OH2:54]>>[F:21][c:32]1[c:31]([NH2:43])[n:30][cH:29][c:28]([C:27]([O:26][C:22]([CH3:23])([CH3:24])[CH3:25])=[O:44])[c:33]1[NH:34][c:35]1[c:36]([Cl:42])[cH:37][c:38]([Br:41])[cH:39][cH:40]1. Reaction SMILES: [N:1]1[CH:6]=[CH:5][CH:4]=[CH:3][C:2]=1[C:7]1[CH:14]=[CH:13][C:10]([CH:11]=O)=[CH:9][CH:8]=1.[C:15]([O:19][C:20]([CH3:23])([CH3:22])[CH3:21])(=[O:18])[NH:16][NH2:17].O>C(O)C>[N:1]1[CH:6]=[CH:5][CH:4]=[CH:3][C:2]=1[C:7]1[CH:14]=[CH:13][C:10](/[CH:11]=[N:17]/[NH:16][C:15]([O:19][C:20]([CH3:23])([CH3:22])[CH3:21])=[O:18])=[CH:9][CH:8]=1. The reactants are C(NN)(=O)OC(C)(C)C (t-butyl carbazate), N1=C(C=CC=C1)C1=CC=C(C=O)C=C1 (4-(2-Pyridyl)benzaldehyde), O (water). Yield: 97.0%. The product is N1=C(C=CC=C1)C1=CC=C(\C=N\NC(=O)OC(C)(C)C)C=C1 (tert-butyl (2E)-2-[4-(2-pyridinyl)benzylidene]hydrazinecarboxylate). Procedure details: 4-(2-Pyridyl)benzaldehyde (15 g, 0.082 mol) was dissolved in ethanol (150 mL) and treated with t-butyl carbazate (10.3 g, 0.078 mol) at 80° C. for 4 h. The mixture was combined with water (200 mL), the solids were filtered, washed with water, and dried under vacuum to give 22.5 g (92%) of the title compound. Solvent: C(C)O (ethanol). Starting materials: CO, [K+], CC(C)(C)OC(=O)N1CCC(=O)CC1, [OH-], O=C(O)c1ccc2[nH]ccc2c1. Yields the product CC(C)(C)OC(=O)N1CC=C(c2c[nH]c3ccc(C(=O)O)cc23)CC1. As a reaction SMILES: [CH3:29][OH:30].[K+:2].[O:15]=[C:16]1[CH2:17][CH2:18][N:19]([C:22](=[O:23])[O:24][C:25]([CH3:26])([CH3:27])[CH3:28])[CH2:20][CH2:21]1.[OH-:1].[nH:3]1[cH:4][cH:5][c:6]2[cH:7][c:8]([C:12](=[O:13])[OH:14])[cH:9][cH:10][c:11]12>>[nH:3]1[cH:4][c:5]([C:16]2=[CH:17][CH2:18][N:19]([C:22](=[O:23])[O:24][C:25]([CH3:26])([CH3:27])[CH3:28])[CH2:20][CH2:21]2)[c:6]2[cH:7][c:8]([C:12](=[O:13])[OH:14])[cH:9][cH:10][c:11]12. Starting materials: BrCc1ccccc1, O=C([O-])[O-], CN(C)C=O, OCCn1nc(OC2OC(CO)C(O)C(O)C2O)c(Cc2ccccc2O)c1C(F)(F)F, [K+], [K+], O. The product is OCCn1nc(OC2OC(CO)C(O)C(O)C2O)c(Cc2ccccc2OCc2ccccc2)c1C(F)(F)F. RXN SMILES: [Br:33][CH2:34][c:35]1[cH:36][cH:37][cH:38][cH:39][cH:40]1.[C:41](=[O:42])([O-:43])[O-:44].[CH3:48][N:49]([CH3:50])[CH:51]=[O:52].[CH:1]1([O:12][c:13]2[n:14][n:15]([CH2:30][CH2:31][OH:32])[c:16]([C:26]([F:27])([F:28])[F:29])[c:17]2[CH2:18][c:19]2[c:20]([OH:25])[cH:21][cH:22][cH:23][cH:24]2)[CH:2]([OH:3])[CH:4]([OH:5])[CH:6]([OH:7])[CH:8]([CH2:10][OH:11])[O:9]1.[K+:45].[K+:46].[OH2:47]>>[CH:1]1([O:12][c:13]2[n:14][n:15]([CH2:30][CH2:31][OH:32])[c:16]([C:26]([F:27])([F:28])[F:29])[c:17]2[CH2:18][c:19]2[c:20]([O:25][CH2:34][c:35]3[cH:36][cH:37][cH:38][cH:39][cH:40]3)[cH:21][cH:22][cH:23][cH:24]2)[CH:2]([OH:3])[CH:4]([OH:5])[CH:6]([OH:7])[CH:8]([CH2:10][OH:11])[O:9]1. Run in O (water). The product is COC(COC1=C2C(C(=C(NC2=C(C=C1)Cl)CC)CC1=C(C=C(C=C1)Cl)F)=O)=O ([8-chloro-3-(4-chloro-2-fluorobenzyl)-2-ethyl-4-oxo-1,4-dihydroquinolin-5-yloxy]acetic Acid Methyl Ester). Conditions: temperature 120 celsius. RXN SMILES: [CH3:1][O:2][C:3](=[O:14])[CH2:4][O:5][C:6]1[CH:11]=[CH:10][C:9]([Cl:12])=[C:8]([NH2:13])[CH:7]=1.C[O:16][C:17](=O)[CH:18]([CH2:23][C:24]1[CH:29]=[CH:28][C:27]([Cl:30])=[CH:26][C:25]=1[F:31])[C:19](=O)[CH2:20][CH3:21].O1CCOCC1>O>[CH3:1][O:2][C:3](=[O:14])[CH2:4][O:5][C:6]1[CH:11]=[CH:10][C:9]([Cl:12])=[C:8]2[C:7]=1[C:17](=[O:16])[C:18]([CH2:23][C:24]1[CH:29]=[CH:28][C:27]([Cl:30])=[CH:26][C:25]=1[F:31])=[C:19]([CH2:20][CH3:21])[NH:13]2. Reported procedure: A mixture of (3-amino-4-chlorophenoxy)acetic acid methyl ester (0.37 g), 2-(4-chloro-2-fluorobenzyl)-3-oxopentanoic acid methyl ester (0.60 g), polyphosphoric acid (3 g) and dioxane (10 mL) was heated at 120° C. for 23 hours. The reaction mixture was cooled to room temperature, diluted with water and extracted with ethyl acetate. The combined extracts were washed with water, dried over magnesium sulfate and the solvent removed under reduced pressure. The residue was purified by column chromatogr... The reactants are COC(COC1=CC(=C(C=C1)Cl)N)=O ((3-amino-4-chlorophenoxy)acetic acid methyl ester), COC(C(C(CC)=O)CC1=C(C=C(C=C1)Cl)F)=O (2-(4-chloro-2-fluorobenzyl)-3-oxopentanoic acid methyl ester), polyphosphoric acid, O1CCOCC1 (dioxane). Starting materials: CC(C)=O, COC(=O)c1cc(C#C[Si](C)(C)C)c(F)c(F)c1Nc1ccccc1F, O=S(=O)(O)O. The product is COC(=O)c1cc(C(C)=O)c(F)c(F)c1Nc1ccccc1F. As a reaction SMILES: [CH3:32][C:33](=[O:34])[CH3:35].[F:1][c:2]1[c:3]([NH:19][c:20]2[c:21]([F:26])[cH:22][cH:23][cH:24][cH:25]2)[c:4]([C:5](=[O:6])[O:7][CH3:8])[cH:9][c:10]([C:13]#[C:14][Si:15]([CH3:16])([CH3:17])[CH3:18])[c:11]1[F:12].[S:27]([OH:28])(=[O:29])(=[O:30])[OH:31]>>[F:1][c:2]1[c:3]([NH:19][c:20]2[c:21]([F:26])[cH:22][cH:23][cH:24][cH:25]2)[c:4]([C:5](=[O:6])[O:7][CH3:8])[cH:9][c:10]([C:13]([CH3:14])=[O:28])[c:11]1[F:12]. Reactants: C(C1=CC=CC=C1)OCC(C(=O)N1CCN(CC1)C1=C(C=CC=C1)OCC(F)(F)F)(C)C (3-benzyloxy-2,2-dimethyl-1-{4-[2-(2,2,2-trifluoroethoxy)phenyl]piperazin-1-yl}-1-propanone), [H-].[Al+3].[Li+].[H-].[H-].[H-] (lithium aluminum hydride). Solvent: O (water), C1CCOC1 (THF), C1CCOC1 (THF). Conditions: temperature 0 celsius. Yields the product C(C1=CC=CC=C1)OCC(CN1CCN(CC1)C1=C(C=CC=C1)OCC(F)(F)F)(C)C (3-benzyloxy-2,2-dimethyl-1-{4-[2-(2,2,2-trifluoroethoxy)phenyl]piperazin-1-yl}propane). Yield: 96.9%. As a reaction SMILES: [H-].[Al+3].[Li+].[H-].[H-].[H-].[CH2:7]([O:14][CH2:15][C:16]([CH3:38])([CH3:37])[C:17]([N:19]1[CH2:24][CH2:23][N:22]([C:25]2[CH:30]=[CH:29][CH:28]=[CH:27][C:26]=2[O:31][CH2:32][C:33]([F:36])([F:35])[F:34])[CH2:21][CH2:20]1)=O)[C:8]1[CH:13]=[CH:12][CH:11]=[CH:10][CH:9]=1>C1COCC1.O>[CH2:7]([O:14][CH2:15][C:16]([CH3:38])([CH3:37])[CH2:17][N:19]1[CH2:20][CH2:21][N:22]([C:25]2[CH:30]=[CH:29][CH:28]=[CH:27][C:26]=2[O:31][CH2:32][C:33]([F:34])([F:36])[F:35])[CH2:23][CH2:24]1)[C:8]1[CH:13]=[CH:12][CH:11]=[CH:10][CH:9]=1 |f:0.1.2.3.4.5|. Reported procedure: A suspension of lithium aluminum hydride (0.49 g, 12.8 mmol) and THF (5 mL) was cooled to 0° C. and added to a solution of 3-benzyloxy-2,2-dimethyl-1-{4-[2-(2,2,2-trifluoroethoxy)phenyl]piperazin-1-yl}-1-propanone (2.8 g, 6.4 mol) in 12 mL of THF. The mixture was heated 2 hours at reflux, slowly diluted with water, filtered and concentrated. The residue was dissolved in water and the solution was extracted with methylene chloride (4×30 mL). The combined extracts were washed with water (1×25 mL),... Reactants: BrC1=C2CCNC(C2=CC=C1)C (5-Bromo-1-methyl-1,2,3,4-tetrahydro-isoquinoline), B(O)O (boronic acid). Product: CC1NCCC2=C(C=CC=C12)C1=CC=NC=C1 (1-Methyl-5-pyridin-4-yl-1,2,3,4-tetrahydro-isoquinoline). As a reaction SMILES: Br[C:2]1[CH:11]=[CH:10][CH:9]=[C:8]2[C:3]=1[CH2:4][CH2:5][NH:6][CH:7]2[CH3:12].B(O)O>>[CH3:12][CH:7]1[C:8]2[C:3](=[C:2]([C:3]3[CH:8]=[CH:7][N:6]=[CH:5][CH:4]=3)[CH:11]=[CH:10][CH:9]=2)[CH2:4][CH2:5][NH:6]1. Procedure: In close analogy to the procedure described above, 5-Bromo-1-methyl-1,2,3,4-tetrahydro-isoquinoline is reacted with the corresponding boronic acid to provide the title compound. Starting materials: O=C([O-])[O-], CCCCI, CN(C)C=O, CCOC(C)=O, [K+], [K+], COc1ccc(C=O)cc1O. The product is CCCCOc1cc(C=O)ccc1OC. RXN SMILES: [C:17](=[O:18])([O-:19])[O-:20].[CH2:12]([CH2:13][CH2:14][CH3:15])[I:16].[CH3:23][N:24]([CH3:25])[CH:26]=[O:27].[CH3:28][CH2:29][O:30][C:31](=[O:32])[CH3:33].[K+:21].[K+:22].[O:1]=[CH:2][c:3]1[cH:4][c:5]([OH:6])[c:7]([O:8][CH3:9])[cH:10][cH:11]1>>[O:1]=[CH:2][c:3]1[cH:4][c:5]([O:6][CH2:12][CH2:13][CH2:14][CH3:15])[c:7]([O:8][CH3:9])[cH:10][cH:11]1.